From a dataset of the Open Reaction Database (ORD), a public repository of structured organic reaction records. describe an organic reaction: reactants, conditions, products, and yield Reactants: ClB(Cl)Cl, COc1ccc2[nH]c3c(c2c1)CC(C)NC31C(=O)Nc2ccc(Cl)cc21, ClCCl. Product: CC1Cc2c([nH]c3ccc(O)cc23)C2(N1)C(=O)Nc1ccc(Cl)cc12. As a reaction SMILES: [B:27]([Cl:28])([Cl:29])[Cl:30].[Cl:1][c:2]1[cH:3][c:4]2[c:5]([cH:6][cH:7]1)[NH:8][C:9](=[O:26])[C:10]21[NH:11][CH:12]([CH3:25])[CH2:13][c:14]2[c:15]3[cH:16][c:17]([O:23][CH3:24])[cH:18][cH:19][c:20]3[nH:21][c:22]21.[Cl:31][CH2:32][Cl:33]>>[Cl:1][c:2]1[cH:3][c:4]2[c:5]([cH:6][cH:7]1)[NH:8][C:9](=[O:26])[C:10]21[NH:11][CH:12]([CH3:25])[CH2:13][c:14]2[c:15]3[cH:16][c:17]([OH:23])[cH:18][cH:19][c:20]3[nH:21][c:22]21. Starting materials: COC(=O)C(C)N(Cc1ccccc1)C(=O)C1(CNC(=O)OC(C)(C)C)CC1, Cc1ccccc1, ClCCl, O=C(O)C(F)(F)F. The product is CC1C(=O)NCC2(CC2)C(=O)N1Cc1ccccc1. Reaction SMILES: [CH2:1]([c:2]1[cH:3][cH:4][cH:5][cH:6][cH:7]1)[N:8]([CH:9]([CH3:10])[C:25]([O:26][CH3:27])=[O:28])[C:15](=[O:16])[C:17]1([CH2:20][NH:21][C:22](=[O:23])[O:24][C:11]([CH3:12])([CH3:13])[CH3:14])[CH2:18][CH2:19]1.[CH3:39][c:40]1[cH:41][cH:42][cH:43][cH:44][cH:45]1.[Cl:29][CH2:30][Cl:31].[F:32][C:33]([F:34])([F:35])[C:36]([OH:37])=[O:38]>>[CH2:1]([c:2]1[cH:3][cH:4][cH:5][cH:6][cH:7]1)[N:8]1[CH:9]([CH3:10])[C:22](=[O:24])[NH:21][CH2:20][C:17]2([C:15]1=[O:16])[CH2:18][CH2:19]2.